Task: describe an organic reaction: reactants, conditions, products, and yield. Dataset: the Open Reaction Database (ORD), a public repository of structured organic reaction records Reactants: C(CC)(=O)N(C1=CC=CC=C1)C1CCNCC1 (4-(N-propionylanilino)piperidine), C=O (formaldehyde), C=1C=C2C=CC=C3C2=C(C1)C(=O)NC3=O (1,8-naphthalimide). Solvent: CN(C=O)C (dimethylformamide). Yields the product O=C1N(C(C2=C3C(C=CC=C13)=CC=C2)=O)CN2CCC(CC2)N(C(CC)=O)C2=CC=CC=C2 (N-[1-[(1,3-dihydro-1,3-dioxo-2H-benz[de]isoquinolin-2-yl)methyl]-4-piperidinyl]-N-phenylpropanamide). As a reaction SMILES: [C:1]([N:5]([CH:12]1[CH2:17][CH2:16][NH:15][CH2:14][CH2:13]1)[C:6]1[CH:11]=[CH:10][CH:9]=[CH:8][CH:7]=1)(=[O:4])[CH2:2][CH3:3].[CH2:18]=O.[CH:20]1[CH:21]=[C:22]2[C:27]3=[C:28]([C:30]([NH:32][C:33](=[O:34])[C:26]3=[CH:25][CH:24]=[CH:23]2)=[O:31])[CH:29]=1>CN(C)C=O>[O:31]=[C:30]1[C:28]2[C:27]3[C:22](=[CH:23][CH:24]=[CH:25][C:26]=3[C:33](=[O:34])[N:32]1[CH2:18][N:15]1[CH2:14][CH2:13][CH:12]([N:5]([C:6]3[CH:11]=[CH:10][CH:9]=[CH:8][CH:7]=3)[C:1](=[O:4])[CH2:2][CH3:3])[CH2:17][CH2:16]1)[CH:21]=[CH:20][CH:29]=2. Procedure: An equimolar mixture of 4-(N-propionylanilino)piperidine, aqueous formaldehyde, and 1,8-naphthalimide is suspended in a small amount of dimethylformamide and the mixture is heated until dissolution is complete. The solution is allowed to stand at room temperature and the resulting precipitate is filtered off and dried to yield N-[1-[(1,3-dihydro-1,3-dioxo-2H-benz[de]isoquinolin-2-yl)methyl]-4-piperidinyl]-N-phenylpropanamide. The reactants are C(C1=CC=CC=C1)OC(C(CC(C)C)CP(=O)OCCC1=CC=C(C=C1)N)=O (2-[(4-Aminobenzyl)methoxyphosphinoylmethyl]-4-methylpentanoic acid benzyl ester), C1(C=2C(C(=O)O1)=CC=CC2)=O (phthalic anhydride). The solvent is C(C)(=O)O (acetic acid). Yields the product C(C1=CC=CC=C1)OC(C(CC(C)C)CP(=O)OCCC1=CC=C(C=C1)N1C(C2=CC=CC=C2C1=O)=O)=O (2-{[4-(1,3-dioxo-1,3-dihydroisoindol-2-yl)benzyl]methoxyphosphinoyl methyl}-4-methylpentanoic acid benzyl ester). Isolated yield 50.6%. As a reaction SMILES: [CH2:1]([O:8][C:9](=[O:28])[CH:10]([CH2:15][PH:16]([O:18][CH2:19][CH2:20][C:21]1[CH:26]=[CH:25][C:24]([NH2:27])=[CH:23][CH:22]=1)=[O:17])[CH2:11][CH:12]([CH3:14])[CH3:13])[C:2]1[CH:7]=[CH:6][CH:5]=[CH:4][CH:3]=1.[C:29]1(=O)[O:34][C:32](=[O:33])[C:31]2=[CH:35][CH:36]=[CH:37][CH:38]=[C:30]12>C(O)(=O)C>[CH2:1]([O:8][C:9](=[O:28])[CH:10]([CH2:15][PH:16]([O:18][CH2:19][CH2:20][C:21]1[CH:22]=[CH:23][C:24]([N:27]2[C:32](=[O:33])[C:31]3[C:30](=[CH:38][CH:37]=[CH:36][CH:35]=3)[C:29]2=[O:34])=[CH:25][CH:26]=1)=[O:17])[CH2:11][CH:12]([CH3:14])[CH3:13])[C:2]1[CH:7]=[CH:6][CH:5]=[CH:4][CH:3]=1. Reported procedure: 2-[(4-Aminobenzyl)methoxyphosphinoylmethyl]-4-methylpentanoic acid benzyl ester (prepared as described in Example 2/Step A) (242 mg, 0.60 mmole) and phthalic anhydride (133 mg, 0.90 mmole) in acetic acid (10 ml) were refluxed for 1 hour. The cooled reaction mixture was concentrated and the residue dissolved in ethyl acetate (100 ml). This solution was washed with saturated sodium bicarbonate solution (3×20 ml) and dried with magnesium sulfate. Filtration and concentration gave a light yellow oil... Starting materials: C(C)(=O)OC(CCCNC(=O)N)CCCCC (4-acetoxynonylurea), C1(=CC=C(C=C1)S(=O)(=O)Cl)C (p-toluene-sulfonyl chloride), O (water). The solvent is N1=CC=CC=C1 (pyridine). Reaction conditions: time 6 hour. Product: C(C)(=O)OC(CCCNC#N)CCCCC (4-acetoxynonylcyanamide). As a reaction SMILES: [C:1]([O:4][CH:5]([CH2:13][CH2:14][CH2:15][CH2:16][CH3:17])[CH2:6][CH2:7][CH2:8][NH:9][C:10]([NH2:12])=O)(=[O:3])[CH3:2].C1(C)C=CC(S(Cl)(=O)=O)=CC=1.O>N1C=CC=CC=1>[C:1]([O:4][CH:5]([CH2:13][CH2:14][CH2:15][CH2:16][CH3:17])[CH2:6][CH2:7][CH2:8][NH:9][C:10]#[N:12])(=[O:3])[CH3:2]. Reported procedure: To a stirred solution of 4-acetoxynonylurea (2.4 g., 0.01 mole) in pyridine (10 ml.) is added p-toluene-sulfonyl chloride (2.0 g., excess) in one portion. The reaction is stirred at room temperature for six hours then poured into water (150 ml.). The aqueous mixture is extracted with ether (3 × 75 ml.), the ether is washed with 5% hydrochloric acid, brine, and dried over sodium sulfate. The solvent is removed in vacuo to give 4-acetoxynonylcyanamide as a residual oil. The reactants are O=C([O-])c1ccccc1, CS(=O)(=O)OCC12COC(C(n3cnc4c(NC(=O)c5ccccc5)ncnc43)O1)C2OCc1ccccc1, [Na+], CN(C)C=O. Yields the product O=C(Nc1ncnc2c1ncn2C1OC2(COC(=O)c3ccccc3)COC1C2OCc1ccccc1)c1ccccc1. As a reaction SMILES: [C:40]([c:41]1[cH:42][cH:43][cH:44][cH:45][cH:46]1)(=[O:47])[O-:48].[CH2:1]([c:2]1[cH:3][cH:4][cH:5][cH:6][cH:7]1)[O:8][CH:9]1[C:10]2([CH2:34][O:35][S:36]([CH3:37])(=[O:38])=[O:39])[O:11][CH:12]([n:16]3[c:17]4[n:18][cH:19][n:20][c:21]([NH:25][C:26]([c:27]5[cH:28][cH:29][cH:30][cH:31][cH:32]5)=[O:33])[c:22]4[n:23][cH:24]3)[CH:13]1[O:14][CH2:15]2.[Na+:49].[O:50]=[CH:51][N:52]([CH3:53])[CH3:54]>>[CH2:1]([c:2]1[cH:3][cH:4][cH:5][cH:6][cH:7]1)[O:8][CH:9]1[C:10]2([CH2:34][O:35][C:40]([c:41]3[cH:42][cH:43][cH:44][cH:45][cH:46]3)=[O:47])[O:11][CH:12]([n:16]3[c:17]4[n:18][cH:19][n:20][c:21]([NH:25][C:26]([c:27]5[cH:28][cH:29][cH:30][cH:31][cH:32]5)=[O:33])[c:22]4[n:23][cH:24]3)[CH:13]1[O:14][CH2:15]2. Starting materials: C(CCC)C1=CC=C(C=C1)C#CC1=CC=C(C=O)C=C1 (4-[(4-butylphenyl)-ethynyl]benzaldehyde), NC1=CC2=C(OC(OC2=O)(C)C)C=C1 (6-amino-2,2-dimethyl-4H-1,3-benzodioxin-4-one). The product is C(CCC)C1=CC=C(C=C1)C#CC1=CC=C(CNC2=CC3=C(OC(OC3=O)(C)C)C=C2)C=C1 (6-({4-[(4-butylphenyl)ethynyl]benzyl}amino)-2,2-dimethyl-4H-1,3-benzodioxin-4-one). As a reaction SMILES: [CH2:1]([C:5]1[CH:10]=[CH:9][C:8]([C:11]#[C:12][C:13]2[CH:20]=[CH:19][C:16]([CH:17]=O)=[CH:15][CH:14]=2)=[CH:7][CH:6]=1)[CH2:2][CH2:3][CH3:4].[NH2:21][C:22]1[CH:34]=[CH:33][C:25]2[O:26][C:27]([CH3:32])([CH3:31])[O:28][C:29](=[O:30])[C:24]=2[CH:23]=1>>[CH2:1]([C:5]1[CH:10]=[CH:9][C:8]([C:11]#[C:12][C:13]2[CH:20]=[CH:19][C:16]([CH2:17][NH:21][C:22]3[CH:34]=[CH:33][C:25]4[O:26][C:27]([CH3:31])([CH3:32])[O:28][C:29](=[O:30])[C:24]=4[CH:23]=3)=[CH:15][CH:14]=2)=[CH:7][CH:6]=1)[CH2:2][CH2:3][CH3:4]. Procedure: The title compound was prepared following the procedure A using 4-[(4-butylphenyl)-ethynyl]benzaldehyde and 6-amino-2,2-dimethyl-4H-1,3-benzodioxin-4-one (purification by flash chromatography on SiO2, EtOAc/c-Hex 15/85) as a yellowish solid (53%). 1H NMR (CDCl3) δ: 7.45 (d, J=8.3 Hz, 2H), 7.39 (d, J=8.3 Hz, 2H), 7.28 (d, J=8.3 Hz, 2H), 7.15-7.06 (m, 3H), 6.80-6.70 (m, 2H), 4.20 (s, 2H), 4.04 (brs, 1H), 2.57 (t, J=7.7 Hz, 2H), 1.65 (s, 6H), 1.61-1.49 (m, 2H), 1.37-1.23 (m, 2H), 0.88 (t, J=7.3 Hz,... Reactants: N(=NC(=O)OC(C)C)C(=O)OC(C)C (Diisopropyl azodicarboxylate), C(C)(C)(C)OC(=O)N1CCN(CC1)C1=C(C=CC=C1)O (4-(2-hydroxy-phenyl)-piperazine-1-carboxylic acid tert-butyl ester), N1(CCOCC1)CCO (2-morpholin-4-yl-ethanol), C1(=CC=CC=C1)P(C1=CC=CC=C1)C1=CC=CC=C1 (triphenylphosphine). The solvent is C1CCOC1 (THF). Reaction conditions: temperature 0 celsius, time 16 hour. The product is C(C)(C)(C)OC(=O)N1CCN(CC1)C1=C(C=CC=C1)OCCN1CCOCC1 (4-[2-(2-Morpholin-4-yl-ethoxy)-phenyl]-piperazine-1-carboxylic acid tert-butyl ester). The yield is 63.9%. As a reaction SMILES: N(C(OC(C)C)=O)=NC(OC(C)C)=O.[C:15]([O:19][C:20]([N:22]1[CH2:27][CH2:26][N:25]([C:28]2[CH:33]=[CH:32][CH:31]=[CH:30][C:29]=2[OH:34])[CH2:24][CH2:23]1)=[O:21])([CH3:18])([CH3:17])[CH3:16].[N:35]1([CH2:41][CH2:42]O)[CH2:40][CH2:39][O:38][CH2:37][CH2:36]1.C1(P(C2C=CC=CC=2)C2C=CC=CC=2)C=CC=CC=1>C1COCC1>[C:15]([O:19][C:20]([N:22]1[CH2:23][CH2:24][N:25]([C:28]2[CH:33]=[CH:32][CH:31]=[CH:30][C:29]=2[O:34][CH2:42][CH2:41][N:35]2[CH2:40][CH2:39][O:38][CH2:37][CH2:36]2)[CH2:26][CH2:27]1)=[O:21])([CH3:18])([CH3:16])[CH3:17]. Procedure: Diisopropyl azodicarboxylate (0.48 mL, 2.4 mmol) was added dropwise to a stirred solution of 4-(2-hydroxy-phenyl)-piperazine-1-carboxylic acid tert-butyl ester (0.56 g, 2 mmol), 2-morpholin-4-yl-ethanol (0.24 mL, 2 mmol) and triphenylphosphine (0.63 g, 2.4 mmol) in THF (20 mL) cooled to 0° C. The resulting solution was warmed to r.t. and stirred for about 16 hours. The solvent was removed in vacuo and the residue purified by silica gel chromatography (ethyl acetate) to afford the final compound ...